This data is from the Open Reaction Database (ORD), a public repository of structured organic reaction records. The task is: describe an organic reaction: reactants, conditions, products, and yield Starting materials: ice, OCC1=CC=C(OCC(=O)OCC)C=C1 (Ethyl 2-(4-hydroxymethylphenoxy)acetate), C(Br)(Br)(Br)Br (CBr4), C1(=CC=CC=C1)P(C1=CC=CC=C1)C1=CC=CC=C1 (triphenyl phosphine). Run in C(Cl)Cl (CH2Cl2), C(Cl)Cl (CH2Cl2). Conditions: time 18 hour. Product: BrCC1=CC=C(OCC(=O)OCC)C=C1 (Ethyl 2-(4-bromomethylphenoxy)acetate). Yield: 74.2%. Reaction SMILES: O[CH2:2][C:3]1[CH:15]=[CH:14][C:6]([O:7][CH2:8][C:9]([O:11][CH2:12][CH3:13])=[O:10])=[CH:5][CH:4]=1.C(Br)(Br)(Br)[Br:17].C1(P(C2C=CC=CC=2)C2C=CC=CC=2)C=CC=CC=1>C(Cl)Cl>[Br:17][CH2:2][C:3]1[CH:15]=[CH:14][C:6]([O:7][CH2:8][C:9]([O:11][CH2:12][CH3:13])=[O:10])=[CH:5][CH:4]=1. Procedure details: To a 1 L round bottomed flask with a stirring bar, addition funnel and an argon inlet was added ethyl 2-(4-hydroxymethylphenoxy)acetate 35-4 (7.47 g, 35.53 mmol), CBr4 (13.26 g, 39.97 mmol) and dry CH2Cl2 (300 mL). This solution was cooled in an ice bath and and a solution of triphenyl phosphine (10.48 g, 39.97 mmol) in CH2Cl2 (100 mL) was added dropwise over 1 h. The ice bath was allowed to expire and and the mixture was stirred at ambient temperature 18 h. The solvent was removed in vacuo and ... The reactants are CCOC(C)=O, O=C(OCc1ccccc1)N1CCC(c2ncc3c(Cl)nccn23)CC1, O=C1CCC(=O)N1I, CN(C)C=O. The product is O=C(OCc1ccccc1)N1CCC(c2nc(I)c3c(Cl)nccn23)CC1. Reaction SMILES: [CH3:40][CH2:41][O:42][C:43]([CH3:44])=[O:45].[Cl:1][c:2]1[c:3]2[n:4]([cH:5][cH:6][n:7]1)[c:8]([CH:11]1[CH2:12][CH2:13][N:14]([C:17](=[O:18])[O:19][CH2:20][c:21]3[cH:22][cH:23][cH:24][cH:25][cH:26]3)[CH2:15][CH2:16]1)[n:9][cH:10]2.[O:27]=[C:28]1[N:29]([I:34])[C:30](=[O:31])[CH2:32][CH2:33]1.[O:35]=[CH:36][N:37]([CH3:38])[CH3:39]>>[Cl:1][c:2]1[c:3]2[n:4]([cH:5][cH:6][n:7]1)[c:8]([CH:11]1[CH2:12][CH2:13][N:14]([C:17](=[O:18])[O:19][CH2:20][c:21]3[cH:22][cH:23][cH:24][cH:25][cH:26]3)[CH2:15][CH2:16]1)[n:9][c:10]2[I:34]. Reactants: CC(=O)O, O=N[O-], CCCCn1c(=O)cc(N)[nH]c1=O, [Na+]. Product: CCCCn1c(=O)[nH]c(N)c(N=O)c1=O. Reaction SMILES: [CH3:18][C:19](=[O:20])[OH:21].[N:14](=[O:15])[O-:16].[NH2:1][c:2]1[cH:3][c:4](=[O:13])[n:5]([CH2:9][CH2:10][CH2:11][CH3:12])[c:6](=[O:8])[nH:7]1.[Na+:17]>>[NH2:1][c:2]1[c:3]([N:14]=[O:15])[c:4](=[O:13])[n:5]([CH2:9][CH2:10][CH2:11][CH3:12])[c:6](=[O:8])[nH:7]1.